Task: describe an organic reaction: reactants, conditions, products, and yield. Dataset: the Open Reaction Database (ORD), a public repository of structured organic reaction records The reactants are COC(=O)c1cc(F)c(F)c(OC)c1F, O. Yields the product COC(=O)c1cc(F)c(F)c(O)c1F. Reaction SMILES: [CH3:1][O:2][c:3]1[c:4]([F:15])[c:5]([C:6](=[O:7])[O:8][CH3:9])[cH:10][c:11]([F:14])[c:12]1[F:13].[OH2:16]>>[OH:2][c:3]1[c:4]([F:15])[c:5]([C:6](=[O:7])[O:8][CH3:9])[cH:10][c:11]([F:14])[c:12]1[F:13].